Dataset: the Open Reaction Database (ORD), a public repository of structured organic reaction records. Task: describe an organic reaction: reactants, conditions, products, and yield Starting materials: O=C(OOC(=O)c1ccccc1)c1ccccc1, ClC(Cl)(Cl)Cl, Cc1ccc(S(C)=O)nc1, O=C1CCC(=O)N1Br. Yields the product CS(=O)c1ccc(CBr)cn1. As a reaction SMILES: [C:19]([O:20][O:21][C:22](=[O:23])[c:24]1[cH:25][cH:26][cH:27][cH:28][cH:29]1)(=[O:30])[c:31]1[cH:32][cH:33][cH:34][cH:35][cH:36]1.[C:37]([Cl:38])([Cl:39])([Cl:40])[Cl:41].[CH3:1][S:2](=[O:3])[c:4]1[n:5][cH:6][c:7]([CH3:10])[cH:8][cH:9]1.[O:11]=[C:12]1[N:13]([Br:18])[C:14](=[O:15])[CH2:16][CH2:17]1>>[CH3:1][S:2](=[O:3])[c:4]1[n:5][cH:6][c:7]([CH2:10][Br:18])[cH:8][cH:9]1. Starting materials: [OH-].[Na+] (sodium hydroxide), SC=1NC2=C(N1)C=CC=C2 (2-Mercaptobenzimidazole), C(C(=O)C1=CC=CC=C1)Br (phenacyl bromide). Run in CO (methanol). Run at time 30 minute. Product: N1C(=NC2=C1C=CC=C2)SCC(=O)C2=CC=CC=C2 (2(1-H-Benzimidazol-2-yl-sulfanyl)-1-phenylethanone). Isolated yield 83.1%. As a reaction SMILES: [SH:1][C:2]1[NH:3][C:4]2[CH:10]=[CH:9][CH:8]=[CH:7][C:5]=2[N:6]=1.[OH-].[Na+].[CH2:13](Br)[C:14]([C:16]1[CH:21]=[CH:20][CH:19]=[CH:18][CH:17]=1)=[O:15]>CO>[NH:3]1[C:4]2[CH:10]=[CH:9][CH:8]=[CH:7][C:5]=2[N:6]=[C:2]1[S:1][CH2:13][C:14]([C:16]1[CH:21]=[CH:20][CH:19]=[CH:18][CH:17]=1)=[O:15] |f:1.2|. Procedure: To a suspension of 2-Mercaptobenzimidazole (0.06M, 9 g) in methanol (50 ml) was added sodium hydroxide (0.06M, 2.4 g) and stirred for 30 min. to get a clear solution. To this solution, phenacyl bromide (0.05M, 10 g) was added slowly and stirred until the solid separates. The solid was filtered and washed thoroughly with 5% sodium hydroxide solution and methanol to get white solid (11.2 g). M.P. 167° C. NMR (DMSO): δ5.1(s, 2H, CH2), 7-8.2(m, 10H, Aromatic). Conditions: time 2 hour. Yields the product ClC1=C(C(=CC=C1)OC)C1=CC=2N(C=3C=CC(=CC3C2C2=C1C(NC2=O)=O)O)CCC(=O)NCCN(C)C (3-(4-(2-Chloro-6-methoxyphenyl)-9-hydroxy-1,3-dioxo-2,3-dihydropyrrolo[3,4-c]carbazol-6 (1H)-yl)-N-[2-(dimethylamino)ethyl]propanamide). Reaction SMILES: [Cl:1][C:2]1[CH:7]=[CH:6][CH:5]=[C:4]([O:8][CH3:9])[C:3]=1[C:10]1[C:22]2[C:23](=[O:27])[NH:24][C:25](=[O:26])[C:21]=2[C:20]2[C:19]3[CH:18]=[C:17]([O:28]C)[CH:16]=[CH:15][C:14]=3[N:13]([CH2:30][CH2:31][C:32]([NH:34][CH2:35][CH2:36][N:37]([CH3:39])[CH3:38])=[O:33])[C:12]=2[CH:11]=1.OC1C=CC2N(CCCN3C=CN=C3)C3C=C(C4C=CC=CC=4)C4C(=O)NC(=O)C=4C=3C=2C=1>>[Cl:1][C:2]1[CH:7]=[CH:6][CH:5]=[C:4]([O:8][CH3:9])[C:3]=1[C:10]1[C:22]2[C:23](=[O:27])[NH:24][C:25](=[O:26])[C:21]=2[C:20]2[C:19]3[CH:18]=[C:17]([OH:28])[CH:16]=[CH:15][C:14]=3[N:13]([CH2:30][CH2:31][C:32]([NH:34][CH2:35][CH2:36][N:37]([CH3:39])[CH3:38])=[O:33])[C:12]=2[CH:11]=1. Reactants: ClC1=C(C(=CC=C1)OC)C1=CC=2N(C=3C=CC(=CC3C2C2=C1C(NC2=O)=O)OC)CCC(=O)NCCN(C)C (3-(4-(2-Chloro-6-methoxyphenyl)-9-methoxy-1,3-dioxo-2,3-dihydropyrrolo[3,4-c]carbazol-6 (1H)-yl)-N-[2-(dimethylamino)ethyl]propanamide), OC1=CC=2C=3C4=C(C(=CC3N(C2C=C1)CCCN1C=NC=C1)C1=CC=CC=C1)C(NC4=O)=O (9-Hydroxy-6-[3-(1H-imidazol-1-yl)propyl]-4-phenylpyrrolo[3,4-c]carbazole-1,3(2H,6H)-dione). The yield is 83.0%. Procedure details: Reaction of methyl ether (252) prepared as described in example 212 (80 mg, 0.15 mmol) according to The procedure described in example 80, except that the reaction was performed at 0° C. for 2 hours and chromatography was performed eluting with ethyl acetate/methanol/triethylamine (1:0:0 to 3:1:trace), gave amide (260) (65 mg, 83%) as a yellow/orange powder, mp 200–205° C. 1H NMR δ [(CD3)2SO] 11.00 (br s, 1H), 9.34 (s, 1H), 8.36 (d, J=2.4 Hz, 1H), 7.87 (br s, 1H), 7.66 (s, 1H), 7.54 (d, J=8.9 Hz...